From a dataset of the Open Reaction Database (ORD), a public repository of structured organic reaction records. describe an organic reaction: reactants, conditions, products, and yield Starting materials: FC1=CC=C(C=C1)NC(=O)C=1C=NC(=NC1)OCC(=O)O ([5-(4-fluorophenylcarbamoyl)pyrimidin-2-yloxy]acetic acid), C1(CCCCCC1)O (cycloheptanol). The product is C1(CCCCCC1)OC(COC1=NC=C(C=N1)C(NC1=CC=C(C=C1)F)=O)=O ([5-(4-Fluorophenylcarbamoyl)pyrimidin-2-yloxy]acetic acid cycloheptyl ester). The yield is 80.0%. As a reaction SMILES: [F:1][C:2]1[CH:7]=[CH:6][C:5]([NH:8][C:9]([C:11]2[CH:12]=[N:13][C:14]([O:17][CH2:18][C:19]([OH:21])=[O:20])=[N:15][CH:16]=2)=[O:10])=[CH:4][CH:3]=1.[CH:22]1(O)[CH2:28][CH2:27][CH2:26][CH2:25][CH2:24][CH2:23]1>>[CH:22]1([O:20][C:19](=[O:21])[CH2:18][O:17][C:14]2[N:13]=[CH:12][C:11]([C:9](=[O:10])[NH:8][C:5]3[CH:4]=[CH:3][C:2]([F:1])=[CH:7][CH:6]=3)=[CH:16][N:15]=2)[CH2:28][CH2:27][CH2:26][CH2:25][CH2:24][CH2:23]1. Procedure: The titled compound was prepared from [5-(4-fluorophenylcarbamoyl)pyrimidin-2-yloxy]acetic acid using cycloheptanol (39 mg, 0.34 mmol) as the coupling partner. Concentration (no chromatography) yielded 53 mg (80%) of the titled compound. ESI-MS m/z 388 (MH+), 386 (M−H−). The reactants are CC(=O)O, CCOC(=O)c1cn(C2CCOCC2)c2cc(F)c(F)c(NCc3ccccc3)c2c1=O. The product is CCOC(=O)c1cn(C2CCOCC2)c2cc(F)c(F)c(N)c2c1=O. RXN SMILES: [C:33]([OH:34])(=[O:35])[CH3:36].[CH2:1]([c:2]1[cH:3][cH:4][cH:5][cH:6][cH:7]1)[NH:8][c:9]1[c:10]2[c:11](=[O:32])[c:12]([C:27](=[O:28])[O:29][CH2:30][CH3:31])[cH:13][n:14]([CH:21]3[CH2:22][CH2:23][O:24][CH2:25][CH2:26]3)[c:15]2[cH:16][c:17]([F:20])[c:18]1[F:19]>>[NH2:8][c:9]1[c:10]2[c:11](=[O:32])[c:12]([C:27](=[O:28])[O:29][CH2:30][CH3:31])[cH:13][n:14]([CH:21]3[CH2:22][CH2:23][O:24][CH2:25][CH2:26]3)[c:15]2[cH:16][c:17]([F:20])[c:18]1[F:19]. As a reaction SMILES: [Al+3:16].[CH2:23]1[O:24][CH2:25][CH2:26][CH2:27]1.[Cl:1][c:2]1[n:3][cH:4][c:5]([C:6](=[O:7])[O:8][CH2:9][CH3:10])[c:11]([NH:13][CH3:14])[cH:12]1.[H-:15].[H-:18].[H-:19].[H-:20].[Li+:17].[N:21]#[N:22]>>[Cl:1][c:2]1[n:3][cH:4][c:5]([CH2:6][OH:7])[c:11]([NH:13][CH3:14])[cH:12]1. The product is CNc1cc(Cl)ncc1CO. Starting materials: [Al+3], C1CCOC1, CCOC(=O)c1cnc(Cl)cc1NC, [H-], [H-], [H-], [H-], [Li+], N#N. Starting materials: CCOC(=O)c1csc(NC(=O)C(CC2CCCC2)c2cccc(Cl)c2)n1, CO, O=S(=O)(O)O. Yields the product COC(=O)c1csc(NC(=O)C(CC2CCCC2)c2cccc(Cl)c2)n1. As a reaction SMILES: [CH2:1]([CH3:2])[O:3][C:4](=[O:5])[c:6]1[n:7][c:8]([NH:11][C:12]([CH:13]([CH2:14][CH:15]2[CH2:16][CH2:17][CH2:18][CH2:19]2)[c:20]2[cH:21][c:22]([Cl:26])[cH:23][cH:24][cH:25]2)=[O:27])[s:9][cH:10]1.[CH3:33][OH:34].[S:28](=[O:29])(=[O:30])([OH:31])[OH:32]>>[CH3:1][O:3][C:4](=[O:5])[c:6]1[n:7][c:8]([NH:11][C:12]([CH:13]([CH2:14][CH:15]2[CH2:16][CH2:17][CH2:18][CH2:19]2)[c:20]2[cH:21][c:22]([Cl:26])[cH:23][cH:24][cH:25]2)=[O:27])[s:9][cH:10]1. Starting materials: C1CCNC1, ClCCCCOc1ccccc1C=Cc1nc2ccccc2s1, Cl. The product is C(=Cc1ccccc1OCCCCN1CCCC1)c1nc2ccccc2s1. As a reaction SMILES: [CH2:24]1[CH2:25][CH2:26][NH:27][CH2:28]1.[Cl:1][CH2:2][CH2:3][CH2:4][CH2:5][O:6][c:7]1[c:8]([CH:13]=[CH:14][c:15]2[s:16][c:17]3[c:18]([n:19]2)[cH:20][cH:21][cH:22][cH:23]3)[cH:9][cH:10][cH:11][cH:12]1.[ClH:29]>>[CH2:2]([CH2:3][CH2:4][CH2:5][O:6][c:7]1[c:8]([CH:13]=[CH:14][c:15]2[s:16][c:17]3[c:18]([n:19]2)[cH:20][cH:21][cH:22][cH:23]3)[cH:9][cH:10][cH:11][cH:12]1)[N:27]1[CH2:26][CH2:25][CH2:24][CH2:28]1. Reactants: CN1CCN2C=3C(=CC=CC13)[C@@H]1[C@H]2CCN(C1)CCCC(=O)C1=CC=C(C=C1)F (4-((6bS,10aR)-3-methyl-2,3,6b,9,10,10a-hexahydro-1H-pyrido[3′,4′:4,5]pyrrolo[1,2,3-de]quinoxalin-8(7H)-yl)-1-(4-fluorophenyl)-1-butanone). Run in C(Cl)(Cl)Cl (CHCl3). Product: CN1CCN2C=3C(=CC=CC13)[C@H]1[C@@H]2CCN(C1)CCCC(=O)C1=CC=C(C=C1)F (4-((6bR,10aS)-3-methyl-2,3,6b,9,10,10a-hexahydro-1H-pyrido[3′,4′:4,5]pyrrolo[1,2,3-de]quinoxalin-8(7H)-yl)-1-(4-fluorophenyl)-1-butanone). RXN SMILES: [CH3:1][N:2]1[C:11]2[CH:10]=[CH:9][CH:8]=[C:7]3[C@H:12]4[CH2:17][N:16]([CH2:18][CH2:19][CH2:20][C:21]([C:23]5[CH:28]=[CH:27][C:26]([F:29])=[CH:25][CH:24]=5)=[O:22])[CH2:15][CH2:14][C@H:13]4[N:5]([C:6]=23)[CH2:4][CH2:3]1>C(Cl)(Cl)Cl>[CH3:1][N:2]1[C:11]2[CH:10]=[CH:9][CH:8]=[C:7]3[C@@H:12]4[CH2:17][N:16]([CH2:18][CH2:19][CH2:20][C:21]([C:23]5[CH:24]=[CH:25][C:26]([F:29])=[CH:27][CH:28]=5)=[O:22])[CH2:15][CH2:14][C@@H:13]4[N:5]([C:6]=23)[CH2:4][CH2:3]1. Reported procedure: The above compound was resolved into its enantiomers on chiral HPLC column. 4-((6bS,10aR)-3-methyl-2,3,6b,9,10,10a-hexahydro-1H-pyrido[3′,4′:4,5]pyrrolo[1,2,3-de]quinoxalin-8(7H)-yl)-1-(4-fluorophenyl)-1-butanone. Viscous tan liquid. [a]D=−36.8° (c=0.886, CHCl3). MS (CI): 394 (M+H+). Reactants: ClC1=CC=C(C=C1)C1=C(C=CC=C1)C(C)N1CCC2(OCCO2)CC1 (8-[1-(4′-Chloro-biphenyl-2-yl)-ethyl]-1,4-dioxa-8-aza-spiro[4.5]decane), Cl (HCl). The solvent is O1CCOCC1.O (dioxane water). Conditions: temperature 85 celsius. The product is ClC1=CC=C(C=C1)C1=C(C=CC=C1)C(C)N1CCC(CC1)=O (1-[1-(4′-Chloro-biphenyl-2-yl)-ethyl]-piperidin-4-one). Reaction SMILES: [Cl:1][C:2]1[CH:7]=[CH:6][C:5]([C:8]2[CH:13]=[CH:12][CH:11]=[CH:10][C:9]=2[CH:14]([N:16]2[CH2:25][CH2:24][C:19]3(OCC[O:20]3)[CH2:18][CH2:17]2)[CH3:15])=[CH:4][CH:3]=1.Cl>O1CCOCC1.O>[Cl:1][C:2]1[CH:7]=[CH:6][C:5]([C:8]2[CH:13]=[CH:12][CH:11]=[CH:10][C:9]=2[CH:14]([N:16]2[CH2:17][CH2:18][C:19](=[O:20])[CH2:24][CH2:25]2)[CH3:15])=[CH:4][CH:3]=1 |f:2.3|. Reported procedure: To a solution of 8-[1-(4′-Chloro-biphenyl-2-yl)-ethyl]-1,4-dioxa-8-aza-spiro[4.5]decane (3.1 g, 8.66 mmol) in dioxane-water (1:1 60 mL) is added HCl 37% (10.5 mL, 346 mmol). The reaction is then heated up to 85° C. for 26 hours. The solvent is then removed under vacuum and the aqueous phase is basified to pH=9 using sodium hydroxide 4N and then extracted with DCM. The organic layer is then washed with brine. The combined organic phase is then dried on MgSO4 and concentrated to afford 1-[1-(4′-Ch... The reactants are [BH4-], N#Cc1ccc(C=O)cc1, CCCN(CCC)CCCCN, CO, COC(OC)OC, [Na+], O. The product is CCCN(CCC)CCCCNCc1ccc(C#N)cc1. As a reaction SMILES: [BH4-:30].[C:1](#[N:2])[c:3]1[cH:4][cH:5][c:6]([CH:7]=[O:8])[cH:9][cH:10]1.[CH2:18]([CH2:19][CH3:20])[N:21]([CH2:22][CH2:23][CH2:24][CH2:25][NH2:26])[CH2:27][CH2:28][CH3:29].[CH3:32][OH:33].[CH:11]([O:12][CH3:13])([O:14][CH3:15])[O:16][CH3:17].[Na+:31].[OH2:34]>>[C:1](#[N:2])[c:3]1[cH:4][cH:5][c:6]([CH2:7][NH:26][CH2:25][CH2:24][CH2:23][CH2:22][N:21]([CH2:18][CH2:19][CH3:20])[CH2:27][CH2:28][CH3:29])[cH:9][cH:10]1. Starting materials: O=C1C2=C(C=CC3=C1C=CC(=C3)C(C(=O)O)C)C=CC=C2 (2-(5-oxo-5H-dibenzo[a,d]cyclohepten-2-yl)propionic acid), C1(=CC=CC=C1)C(C)O ((+) α-phenylethanol), esters, C1=CC=CC=C1 (benzene), FC(C(=O)OC(C(F)(F)F)=O)(F)F (trifluoroacetic anhydride). Run in CCOCC (ether), O (water). Conditions: time 30 minute. The product is O=C1C2=C(C=CC3=C1C=CC(=C3)CCC(=O)O)C=CC=C2 (3-(5-oxo-5H-dibenzo[a,d]cyclohepten-2-yl)propionic acid). As a reaction SMILES: [O:1]=[C:2]1[C:8]2[CH:9]=[CH:10][C:11]([CH:13](C)C(O)=O)=[CH:12][C:7]=2[CH:6]=[CH:5][C:4]2[CH:18]=[CH:19][CH:20]=[CH:21][C:3]1=2.C1C=CC=CC=1.FC(F)(F)C([O:32][C:33](=[O:38])[C:34](F)(F)F)=O.C1(C(O)C)C=CC=CC=1>CCOCC.O>[O:1]=[C:2]1[C:8]2[CH:9]=[CH:10][C:11]([CH2:13][CH2:34][C:33]([OH:32])=[O:38])=[CH:12][C:7]=2[CH:6]=[CH:5][C:4]2[CH:18]=[CH:19][CH:20]=[CH:21][C:3]1=2. Procedure details: 2.78 G. of 2-(5-oxo-5H-dibenzo[a,d]cyclohepten-2-yl)propionic acid is stirred in a mixture of 20 ml. of benzene and 5 ml. of trifluoroacetic anhydride for 15 minutes. The mixture is evaporated to dryness and redissolved in 20 ml. of dry benzene. A mixture of 1.0 g. of pyridine and 2.44 g. (2 moles) of (+) α-phenylethanol is added. The mixture is left for 30 minutes and then water and ether is added. The organic layer is washed with dilute hydrochloric acid and water, then dried and evaporated. T...